The task is: describe an organic reaction: reactants, conditions, products, and yield. This data is from the Open Reaction Database (ORD), a public repository of structured organic reaction records. As a reaction SMILES: [C:1]([C:3]1[CH:4]=[CH:5][C:6]2[C:7]3[C:8](=[O:30])[C:9]4[CH:21]=[CH:20][C:19](OS(C(F)(F)F)(=O)=O)=[CH:18][C:10]=4[C:11]([CH3:17])([CH3:16])[C:12]=3[NH:13][C:14]=2[N:15]=1)#[N:2].[N:31]1([CH:37]2[CH2:42][CH2:41][NH:40][CH2:39][CH2:38]2)[CH2:36][CH2:35][O:34][CH2:33][CH2:32]1>>[CH3:17][C:11]1([CH3:16])[C:12]2[NH:13][C:14]3[N:15]=[C:3]([C:1]#[N:2])[CH:4]=[CH:5][C:6]=3[C:7]=2[C:8](=[O:30])[C:9]2[CH:21]=[CH:20][C:19]([N:40]3[CH2:41][CH2:42][CH:37]([N:31]4[CH2:36][CH2:35][O:34][CH2:33][CH2:32]4)[CH2:38][CH2:39]3)=[CH:18][C:10]1=2. Starting materials: C(#N)C=1C=CC=2C=3C(C4=C(C(C3NC2N1)(C)C)C=C(C=C4)OS(=O)(=O)C(F)(F)F)=O (trifluoromethanesulfonic acid 2-cyano-10,10-dimethyl-5-oxo-10,11-dihydro-5H-1,11-diaza-benzo[b]fluoren-8-yl ester), N1(CCOCC1)C1CCNCC1 (4-morpholin-4-yl piperidine). Product: CC1(C2=C(C(C=3C=4C=CC(=NC4NC13)C#N)=O)C=CC(=C2)N2CCC(CC2)N2CCOCC2)C (10,10-Dimethyl-8-(4-morpholin-4-yl-piperidin-1-yl)-5-oxo-10,11-dihydro-5H-1,11-diaza-benzo[b]fluorene-2-carbonitrile). Procedure: According to the method used for synthesizing Compound B2-1, trifluoromethanesulfonic acid 2-cyano-10,10-dimethyl-5-oxo-10,11-dihydro-5H-1,11-diaza-benzo[b]fluoren-8-yl ester was introduced with 4-morpholin-4-yl piperidine to obtain the title compound. Reactants: O=C(Cl)c1ccc(Br)cc1, C1CCOC1, CNC(C)=CC(=O)OC, Cl, c1ccncc1, c1ccncc1. Yields the product CN=C(C)C(C(=O)OC)C(=O)c1ccc(Br)cc1. Reaction SMILES: [Br:1][c:2]1[cH:3][cH:4][c:5]([C:6](=[O:7])[Cl:8])[cH:9][cH:10]1.[CH2:33]1[O:34][CH2:35][CH2:36][CH2:37]1.[CH3:11][O:12][C:13]([CH:14]=[C:15]([CH3:16])[NH:17][CH3:18])=[O:19].[ClH:26].[cH:20]1[cH:21][cH:22][n:23][cH:24][cH:25]1.[n:27]1[cH:28][cH:29][cH:30][cH:31][cH:32]1>>[Br:1][c:2]1[cH:3][cH:4][c:5]([C:6](=[O:7])[CH:14]([C:13]([O:12][CH3:11])=[O:19])[C:15]([CH3:16])=[N:17][CH3:18])[cH:9][cH:10]1. Reactants: CN(C=O)C (N,N-dimethylformamide), P(=O)(Cl)(Cl)Cl (phosphorus oxychloride), O (water), C(Cl)(Cl)Cl (chloroform), FC1=C(C=CC(=C1)F)NC1=C(C(=O)CC(=O)OCC)C=C(C(=N1)OC)F (ethyl 2-[2-(2,4-difluorophenylamino)-5-fluoro-6-methoxynicotinoyl]acetate). The solvent is C(C)OCC (diethyl ether). Conditions: time 10 minute. Product: ClC1=C(C=C2C(C(=CN(C2=N1)C1=C(C=C(C=C1)F)F)C(=O)OCC)=O)F (ethyl 7-chloro-6-fluoro-1-(2,4-difluorophenyl)-1,4-dihydro-4-oxo-1,8-naphthyridine-3-carboxylate). Yield: 72.2%. RXN SMILES: [CH3:1]N(C)C=O.P(Cl)(Cl)(Cl)=O.[F:11][C:12]1[CH:17]=[C:16]([F:18])[CH:15]=[CH:14][C:13]=1[NH:19][C:20]1[N:33]=C(OC)[C:31]([F:36])=[CH:30][C:21]=1[C:22]([CH2:24][C:25]([O:27][CH2:28][CH3:29])=[O:26])=[O:23].O.[CH:38]([Cl:41])(Cl)Cl>C(OCC)C>[Cl:41][C:38]1[N:33]=[C:20]2[C:21]([C:22](=[O:23])[C:24]([C:25]([O:27][CH2:28][CH3:29])=[O:26])=[CH:1][N:19]2[C:13]2[CH:14]=[CH:15][C:16]([F:18])=[CH:17][C:12]=2[F:11])=[CH:30][C:31]=1[F:36]. Procedure: Into 4 ml of N,N-dimethylformamide was dropped 250 mg of phosphorus oxychloride with ice-cooling, and 200 mg of ethyl 2-[2-(2,4-difluorophenylamino)-5-fluoro-6-methoxynicotinoyl]acetate was added thereto after stirring at the same temperature for 10 minutes. The resulting mixture was subjected to reaction at 50° to 60° C. for 3.5 hours. The reaction mixture was poured into 50 ml of iced water, and 20 ml of chloroform was added thereto, after which the organic layer was separated, washed with 20 ... The reactants are COC=1C=C2C(=CN(C2=CC1)CCCCCCl)C=O (5-methoxy-1-(5-chloropentyl)indole-3-carboxaldehyde), [I-].[Na+] (sodium iodide). Run in C(C)#N (acetonitrile). The product is COC=1C=C2C(=CN(C2=CC1)CCCCCI)C=O (5-Methoxy-1-(5-iodopentyl)indole-3-carboxaldehyde). As a reaction SMILES: [CH3:1][O:2][C:3]1[CH:4]=[C:5]2[C:9](=[CH:10][CH:11]=1)[N:8]([CH2:12][CH2:13][CH2:14][CH2:15][CH2:16]Cl)[CH:7]=[C:6]2[CH:18]=[O:19].[I-:20].[Na+]>C(#N)C>[CH3:1][O:2][C:3]1[CH:4]=[C:5]2[C:9](=[CH:10][CH:11]=1)[N:8]([CH2:12][CH2:13][CH2:14][CH2:15][CH2:16][I:20])[CH:7]=[C:6]2[CH:18]=[O:19] |f:1.2|. Procedure: A stirred solution of 5-methoxy-1-(5-chloropentyl)indole-3-carboxaldehyde and sodium iodide in acetonitrile under argon is heated under reflux for 18 h, cooled to room temperature and partitioned between ether and water. The combined organic extracts are washed (aqueous sodium metabisulfite solution, water, brine), dried (sodium sulfate) and concentrated in vacuo to give the product.